This data is from the Open Reaction Database (ORD), a public repository of structured organic reaction records. The task is: describe an organic reaction: reactants, conditions, products, and yield The reactants are O=C([O-])[O-], [Cs+], [Cs+], OCc1cc(F)cc(OCc2ccccc2)c1O, CI, CN(C)C=O, O. Yields the product COc1c(CO)cc(F)cc1OCc1ccccc1. RXN SMILES: [C:3](=[O:4])([O-:5])[O-:6].[Cs+:7].[Cs+:8].[F:9][c:10]1[cH:11][c:12]([CH2:25][OH:26])[c:13]([OH:24])[c:14]([O:16][CH2:17][c:18]2[cH:19][cH:20][cH:21][cH:22][cH:23]2)[cH:15]1.[I:1][CH3:2].[O:28]=[CH:29][N:30]([CH3:31])[CH3:32].[OH2:27]>>[CH3:3][O:24][c:13]1[c:12]([CH2:25][OH:26])[cH:11][c:10]([F:9])[cH:15][c:14]1[O:16][CH2:17][c:18]1[cH:19][cH:20][cH:21][cH:22][cH:23]1. Reactants: CCC(CN1CCOCC1)N1C(=O)C(CC(=O)OC(C)(C)C)CC(c2cccc(Cl)c2)C1c1ccc(Cl)cc1, ClCCl, O=C(O)C(F)(F)F. Yields the product CCC(CN1CCOCC1)N1C(=O)C(CC(=O)O)CC(c2cccc(Cl)c2)C1c1ccc(Cl)cc1. Reaction SMILES: [Cl:1][c:2]1[cH:3][c:4]([CH:8]2[CH2:9][CH:10]([CH2:32][C:33](=[O:34])[O:35][C:36]([CH3:37])([CH3:38])[CH3:39])[C:11](=[O:31])[N:12]([CH:21]([CH2:22][N:23]3[CH2:24][CH2:25][O:26][CH2:27][CH2:28]3)[CH2:29][CH3:30])[CH:13]2[c:14]2[cH:15][cH:16][c:17]([Cl:20])[cH:18][cH:19]2)[cH:5][cH:6][cH:7]1.[Cl:47][CH2:48][Cl:49].[F:40][C:41]([F:42])([F:43])[C:44]([OH:45])=[O:46]>>[Cl:1][c:2]1[cH:3][c:4]([CH:8]2[CH2:9][CH:10]([CH2:32][C:33](=[O:34])[OH:35])[C:11](=[O:31])[N:12]([CH:21]([CH2:22][N:23]3[CH2:24][CH2:25][O:26][CH2:27][CH2:28]3)[CH2:29][CH3:30])[CH:13]2[c:14]2[cH:15][cH:16][c:17]([Cl:20])[cH:18][cH:19]2)[cH:5][cH:6][cH:7]1. Starting materials: C1(=CC=CC=C1)C(C#N)(N)C1=CC=CC=C1 (α,α-Diphenyl-α-aminoacetonitrile), [H-].C(C(C)C)[Al+]CC(C)C (diisobutylaluminum hydride). Run in C1(=CC=CC=C1)C (toluene). Reaction conditions: temperature -20 celsius, time 3 hour. Yields the product C1(=CC=CC=C1)C(CN)(N)C1=CC=CC=C1 (1,1-Diphenyl-1,2-ethanediamine). The yield is 92.8%. Reaction SMILES: [C:1]1([C:7]([C:11]2[CH:16]=[CH:15][CH:14]=[CH:13][CH:12]=2)([NH2:10])[C:8]#[N:9])[CH:6]=[CH:5][CH:4]=[CH:3][CH:2]=1.[H-].C([Al+]CC(C)C)C(C)C>C1(C)C=CC=CC=1>[C:1]1([C:7]([C:11]2[CH:16]=[CH:15][CH:14]=[CH:13][CH:12]=2)([NH2:10])[CH2:8][NH2:9])[CH:2]=[CH:3][CH:4]=[CH:5][CH:6]=1 |f:1.2|. Procedure: α,α-Diphenyl-α-aminoacetonitrile (1.0 gm, 0.0048 mol) was dissolved in 6 ml of toluene and was cooled to -20° C. The solution was treated with 19.2 ml (0.0192 mol) of 1 M diisobutylaluminum hydride (DiBal-H) and stirred at -20° C. for 3 hours. The reaction mixture was quenched with 2.0 ml of methanol followed by 50 ml of water. The reaction mixture was acidified to pH 1.0 and the aqueous phase was extracted with ether several times. The remaining aqueous phase was basified to pH 13 with 2N sodiu... Yield: 27.2%. Reported procedure: A solution of 100 mg of 4-fluoro-N-indan-1-yl-3-(3-methylbutylsulfamoyl)benzamide (Example 41), 29 mg of benzylamine, and 100 mg of potassium carbonate in 4 ml of N,N-dimethylacetamide was heated to 100° C. for 6 h. After the addition of water, extraction with EA, and chromatographic separation, 33 mg of 4-benzylamino-N-indan-1-yl-3-(3-methylbutylsulfamoyl)benzamide were obtained. Reaction SMILES: F[C:2]1[CH:19]=[CH:18][C:5]([C:6]([NH:8][CH:9]2[C:17]3[C:12](=[CH:13][CH:14]=[CH:15][CH:16]=3)[CH2:11][CH2:10]2)=[O:7])=[CH:4][C:3]=1[S:20](=[O:28])(=[O:27])[NH:21][CH2:22][CH2:23][CH:24]([CH3:26])[CH3:25].[CH2:29]([NH2:36])[C:30]1[CH:35]=[CH:34][CH:33]=[CH:32][CH:31]=1.C(=O)([O-])[O-].[K+].[K+].O>CN(C)C(=O)C>[CH2:29]([NH:36][C:2]1[CH:19]=[CH:18][C:5]([C:6]([NH:8][CH:9]2[C:17]3[C:12](=[CH:13][CH:14]=[CH:15][CH:16]=3)[CH2:11][CH2:10]2)=[O:7])=[CH:4][C:3]=1[S:20](=[O:28])(=[O:27])[NH:21][CH2:22][CH2:23][CH:24]([CH3:26])[CH3:25])[C:30]1[CH:35]=[CH:34][CH:33]=[CH:32][CH:31]=1 |f:2.3.4|. Yields the product C(C1=CC=CC=C1)NC1=C(C=C(C(=O)NC2CCC3=CC=CC=C23)C=C1)S(NCCC(C)C)(=O)=O (4-benzylamino-N-indan-1-yl-3-(3-methylbutylsulfamoyl)benzamide). Run in CN(C(C)=O)C (N,N-dimethylacetamide). Reactants: O (water), FC1=C(C=C(C(=O)NC2CCC3=CC=CC=C23)C=C1)S(NCCC(C)C)(=O)=O (4-fluoro-N-indan-1-yl-3-(3-methylbutylsulfamoyl)benzamide), C(C1=CC=CC=C1)N (benzylamine), C([O-])([O-])=O.[K+].[K+] (potassium carbonate). Yield: 639.6%. The reactants are C(CCC)[Li] (n-butyllithium), C(CCC)[Li] (n-butyllithium), FC1=NC=C(C=C1)C=C (2-fluoro-5-vinylpyridine), Cl (HCl), B(OC(C)C)(OC(C)C)OC(C)C (triisopropyl borate), C(=O)=O.CC(=O)C (dry ice acetone), B(OC(C)C)(OC(C)C)OC(C)C (triisopropyl borate). Product: FC1=NC=C(C=C1B(O)O)C=C (2-fluoro-5-vinylpyridin-3-ylboronic acid). Reported procedure: 2-Fluoro-5-vinylpyridine (64.8 mg, 0.526 mmol) was dissolved in THF (2.0 mL) and the reaction flask was cooled in a dry ice/acetone bath. Then, n-butyllithium (1.6 M solution in hexanes, 0.40 mL, 0.64 mmol) was added via syringe dropwise, turning the solution red. The reaction was stirred at −78° C. for 45 minutes, and then triisopropyl borate (Aldrich, St. Louis, Mo. 98+%, 0.190 mL, 0.826 mmol) was added, and the reaction was allowed to slowly warm up to room temperature (the dry ice/acetone ba... Solvent: C1CCOC1 (THF). As a reaction SMILES: C([Li])CCC.[B:6](OC(C)C)([O:11]C(C)C)[O:7]C(C)C.C(=O)=O.CC(C)=O.[F:26][C:27]1[CH:32]=[CH:31][C:30]([CH:33]=[CH2:34])=[CH:29][N:28]=1.Cl>C1COCC1.FC1C=CC(C=C)=CN=1>[F:26][C:27]1[C:32]([B:6]([OH:11])[OH:7])=[CH:31][C:30]([CH:33]=[CH2:34])=[CH:29][N:28]=1 |f:2.3|. Reagents/catalysts: FC1=NC=C(C=C1)C=C (2-Fluoro-5-vinylpyridine). Conditions: temperature -78 celsius, time 45 minute. The reactants are CC(C)(C)N(C(=O)[O-])c1cc(-c2nnc(SCc3ccc(F)cc3)o2)ccn1, ClCCl, [Na+], [OH-], O=C(O)C(F)(F)F. Product: Nc1cc(-c2nnc(SCc3ccc(F)cc3)o2)ccn1. Reaction SMILES: [C:1]([N:5]([C:2](=[O:3])[O-:4])[c:9]1[n:10][cH:11][cH:12][c:13](-[c:15]2[o:16][c:17]([S:20][CH2:21][c:22]3[cH:23][cH:24][c:25]([F:28])[cH:26][cH:27]3)[n:18][n:19]2)[cH:14]1)([CH3:6])([CH3:7])[CH3:8].[Cl:38][CH2:39][Cl:40].[Na+:37].[OH-:36].[OH:29][C:30]([C:31]([F:32])([F:33])[F:34])=[O:35]>>[NH2:5][c:9]1[n:10][cH:11][cH:12][c:13](-[c:15]2[o:16][c:17]([S:20][CH2:21][c:22]3[cH:23][cH:24][c:25]([F:28])[cH:26][cH:27]3)[n:18][n:19]2)[cH:14]1. The reactants are C1(=CC=C(C=C1)S(=O)(=O)O)C.C(CCCCCCCCCCCCCCCCC)OC([C@@H](N)C)=O (L-alanine stearyl ester p-toluenesulfonate), [OH-].[Na+] (NaOH), L-alanine ester p-toluenesulfonate, C(CCCCCCCCCCCCCCCCC)O (stearyl alcohol). Run in C1=CC=CC=C1 (benzene), C1=CC=CC=C1 (benzene). The product is C1(=CC=C(C=C1)S(=O)(=O)O)C.C(CCCCCCCCCCCCCCCCC)OC([C@@H](N)C)=O (L-Alanine stearyl ester p-toluenesulfonate), C(CCCCCCCCCCCCCCCCC)OC([C@@H](N)C)=O (L-alanine stearyl ester). Yield: 94.4%. RXN SMILES: C(O)CCCCCCCCCCCCCCCCC.[C:20]1([CH3:30])[CH:25]=[CH:24][C:23]([S:26]([OH:29])(=[O:28])=[O:27])=[CH:22][CH:21]=1.[CH2:31]([O:49][C:50](=[O:54])[C@H:51]([CH3:53])[NH2:52])[CH2:32][CH2:33][CH2:34][CH2:35][CH2:36][CH2:37][CH2:38][CH2:39][CH2:40][CH2:41][CH2:42][CH2:43][CH2:44][CH2:45][CH2:46][CH2:47][CH3:48].[OH-].[Na+]>C1C=CC=CC=1>[C:20]1([CH3:30])[CH:21]=[CH:22][C:23]([S:26]([OH:29])(=[O:27])=[O:28])=[CH:24][CH:25]=1.[CH2:31]([O:49][C:50](=[O:54])[C@H:51]([CH3:53])[NH2:52])[CH2:32][CH2:33][CH2:34][CH2:35][CH2:36][CH2:37][CH2:38][CH2:39][CH2:40][CH2:41][CH2:42][CH2:43][CH2:44][CH2:45][CH2:46][CH2:47][CH3:48].[CH2:31]([O:49][C:50](=[O:54])[C@H:51]([CH3:53])[NH2:52])[CH2:32][CH2:33][CH2:34][CH2:35][CH2:36][CH2:37][CH2:38][CH2:39][CH2:40][CH2:41][CH2:42][CH2:43][CH2:44][CH2:45][CH2:46][CH2:47][CH3:48] |f:1.2,3.4,6.7|. Reported procedure: L-Alanine stearyl ester p-toluenesulfonate was synthesized in the same manner as described in Example 18 for the synthesis of an L-alanine ester p-toluenesulfonate, except that 11.4 g (0.06 mole) of stearyl alcohol was used in place of myristyl alcohol. The resulting L-alanine stearyl ester p-toluenesulfonate was dissolved again in 200 ml of benzene, and this solution was treated three times with 300-ml portions of 0.4N NaOH. Thereafter, the benzene layer was isolated and washed thoroughly with ...